Dataset: the Open Reaction Database (ORD), a public repository of structured organic reaction records. Task: describe an organic reaction: reactants, conditions, products, and yield The reactants are C(Cl)(Cl)Cl (chloroform), C(C)(C)OP(=O)(OC(C)C)C(C(=O)O)CCCCCCCCCC (alpha-(diisopropyl phosphono)lauric acid), N (ammonia), phosphonate esters, acid chloride. Solvent: C(C(=O)Cl)(=O)Cl (oxalyl chloride), C(C(=O)Cl)(=O)Cl (oxalyl chloride). Run at temperature 35 celsius, time 8 hour. The product is C(C)(C)OP(=O)(OC(C)C)C(C(=O)N)CCCCCCCCCC (alpha-(diisopropyl phosphono)lauramide). Yield: 70.0%. Reaction SMILES: [CH:1]([O:4][P:5]([CH:11]([CH2:15][CH2:16][CH2:17][CH2:18][CH2:19][CH2:20][CH2:21][CH2:22][CH2:23][CH3:24])[C:12](O)=[O:13])([O:7][CH:8]([CH3:10])[CH3:9])=[O:6])([CH3:3])[CH3:2].[NH3:25].C(Cl)(Cl)Cl>C(Cl)(=O)C(Cl)=O>[CH:1]([O:4][P:5]([CH:11]([CH2:15][CH2:16][CH2:17][CH2:18][CH2:19][CH2:20][CH2:21][CH2:22][CH2:23][CH3:24])[C:12]([NH2:25])=[O:13])([O:7][CH:8]([CH3:10])[CH3:9])=[O:6])([CH3:3])[CH3:2]. Procedure: 553 g (1.57 moles) of alpha-(diisopropyl phosphono)lauric acid was placed in a 3 liter flask. 791 g (6.28 moles) of distilled oxalyl chloride was carefully added while maintaining the temperature at or slightly below 35° C. (Temperatures much above 35° C. result in oxalyl chloride attack on the phosphonate esters, and too rapid addition results in foaming.) The temperature was maintained at 35° C. for 4 hours, after which I.R. analysis revealed all the acid had converted to the acid chloride. Ex...